The task is: describe an organic reaction: reactants, conditions, products, and yield. This data is from the Open Reaction Database (ORD), a public repository of structured organic reaction records. Reactants: O=C1C(C#N)=CC(=CN1)C=1C=NC=CC1 (1,2-dihydro-2-oxo-5-(3-pyridinyl)nicotinonitrile), O (water), S(O)(O)(=O)=O (sulfuric acid), [OH-].[Na+] (sodium hydroxide). Product: O=C1C(C(=O)O)=CC(=CN1)C=1C=NC=CC1 (1,2-Dihydro-2-oxo-5-(3-pyridinyl)nicotinic acid). Reaction SMILES: [O:1]=[C:2]1[NH:9][CH:8]=[C:7]([C:10]2[CH:11]=[N:12][CH:13]=[CH:14][CH:15]=2)[CH:6]=[C:3]1[C:4]#N.S(=O)(=O)(O)O.[OH-:21].[Na+].[OH2:23]>>[O:1]=[C:2]1[NH:9][CH:8]=[C:7]([C:10]2[CH:11]=[N:12][CH:13]=[CH:14][CH:15]=2)[CH:6]=[C:3]1[C:4]([OH:23])=[O:21] |f:2.3|. Procedure: A mixture containing 41 g. of 1,2-dihydro-2-oxo-5-(3-pyridinyl)nicotinonitrile and 410 ml. of 50% aqueous sulfuric acid was refluxed for two hours and then poured into 1.5 kg. of a mixture of ice and water. The acidic mixture was neutralized with 35% aqueous sodium hydroxide solution and the mixture cooled. The separated solid was collected, washed with water and dried in vacuo at 80° C. to yield 47 g. of 1,2-dihydro-2-oxo-5-(3-pyridinyl)nicotinic acid which was used directly without further pur... Reactants: Cn1c(=O)oc2cc(Br)cnc21, Brc1cnc2nc(OCc3ccccc3)oc2c1, C=C(OCC)[Sn](C)(C)C. Yields the product CC(=O)c1cnc2nc(OCc3ccccc3)oc2c1. RXN SMILES: [Br:28][c:29]1[cH:30][c:31]2[o:32][c:33](=[O:34])[n:35]([CH3:36])[c:37]2[n:38][cH:39]1.[CH2:10]([c:11]1[cH:12][cH:13][cH:14][cH:15][cH:16]1)[O:17][c:18]1[o:19][c:20]2[c:21]([n:22][cH:23][c:24]([Br:26])[cH:25]2)[n:27]1.[CH2:1]([CH3:2])[O:3][C:4]([Sn:5]([CH3:6])([CH3:7])[CH3:8])=[CH2:9]>>[C:1]([CH3:2])(=[O:3])[c:24]1[cH:23][n:22][c:21]2[c:20]([o:19][c:18]([O:17][CH2:10][c:11]3[cH:12][cH:13][cH:14][cH:15][cH:16]3)[n:27]2)[cH:25]1. Reactants: COC(=O)c1cc(=O)n(CCN2CCC(N(Cc3ccc4c(c3)OCCO4)C(=O)OC(C)(C)C)CC2)c2cc(OC)ccc12, ClC(Cl)Cl, O=C(O)C(F)(F)F. Product: COC(=O)c1cc(=O)n(CCN2CCC(NCc3ccc4c(c3)OCCO4)CC2)c2cc(OC)ccc12. RXN SMILES: [C:1]([O:2][C:3](=[O:4])[N:8]([CH:9]1[CH2:10][CH2:11][N:12]([CH2:15][CH2:16][n:17]2[c:18](=[O:33])[cH:19][c:20]([C:29](=[O:30])[O:31][CH3:32])[c:21]3[cH:22][cH:23][c:24]([O:27][CH3:28])[cH:25][c:26]23)[CH2:13][CH2:14]1)[CH2:34][c:35]1[cH:36][c:37]2[c:38]([cH:43][cH:44]1)[O:39][CH2:40][CH2:41][O:42]2)([CH3:5])([CH3:6])[CH3:7].[CH:52]([Cl:53])([Cl:54])[Cl:55].[OH:45][C:46]([C:47]([F:48])([F:49])[F:50])=[O:51]>>[NH:8]([CH:9]1[CH2:10][CH2:11][N:12]([CH2:15][CH2:16][n:17]2[c:18](=[O:33])[cH:19][c:20]([C:29](=[O:30])[O:31][CH3:32])[c:21]3[cH:22][cH:23][c:24]([O:27][CH3:28])[cH:25][c:26]23)[CH2:13][CH2:14]1)[CH2:34][c:35]1[cH:36][c:37]2[c:38]([cH:43][cH:44]1)[O:39][CH2:40][CH2:41][O:42]2. Reactants: CO, CC=O, ClCCl, Cl, Cl, c1cc2c(cc1OCCCN1CCCCC1)CCNC2. Yields the product CCN1CCc2cc(OCCCN3CCCCC3)ccc2C1. Reaction SMILES: [CH3:29][OH:30].[CH:23]([CH3:24])=[O:25].[Cl:26][CH2:27][Cl:28].[ClH:1].[ClH:2].[N:3]1([CH2:9][CH2:10][CH2:11][O:12][c:13]2[cH:14][c:15]3[c:20]([cH:21][cH:22]2)[CH2:19][NH:18][CH2:17][CH2:16]3)[CH2:4][CH2:5][CH2:6][CH2:7][CH2:8]1>>[N:3]1([CH2:9][CH2:10][CH2:11][O:12][c:13]2[cH:14][c:15]3[c:20]([cH:21][cH:22]2)[CH2:19][N:18]([CH2:23][CH3:24])[CH2:17][CH2:16]3)[CH2:4][CH2:5][CH2:6][CH2:7][CH2:8]1. The reactants are Cl.NC=1SCC(N1)CC(=O)O (2-(2-amino-2-thiazolin-4-yl)acetic acid hydrochloride), [OH-].[Na+] (sodium hydroxide). The solvent is O (water). Conditions: temperature 5 celsius. Product: NC=1SCC(N1)CC(=O)O (2-(2-Amino-2-thiazolin-4-yl)acetic acid). Reaction SMILES: Cl.[NH2:2][C:3]1[S:4][CH2:5][CH:6]([CH2:8][C:9]([OH:11])=[O:10])[N:7]=1.[OH-].[Na+]>O>[NH2:2][C:3]1[S:4][CH2:5][CH:6]([CH2:8][C:9]([OH:11])=[O:10])[N:7]=1 |f:0.1,2.3|. Procedure: A solution of 1.965 g. (0.010 mole) 2-(2-amino-2-thiazolin-4-yl)acetic acid hydrochloride in 150 ml. water is titurated with an equimolar amount of 1.0N sodium hydroxide solution. The resulting mixture is stirred with cooling at 5° C. for two hours then filtered. The sodium salt is washed with cold water, ethanol and dried.